Dataset: the Open Reaction Database (ORD), a public repository of structured organic reaction records. Task: describe an organic reaction: reactants, conditions, products, and yield Starting materials: COC1=CC=C2C(=NC(=NC2=C1C)C1=CC=CC=C1)O (7-Methoxy-8-methyl-2-phenylquinazolin-4-ol), C(C)(C)(C)OC(=O)[C@H]1[C@@H](C[C@@H](C1)O)C(N[C@]1([C@@H](C1)C=C)C(=O)OCC)=O ((1R,2R,4S)-2-((1R,2S)-1-Ethoxycarbonyl-2-vinyl-cyclopropylcarbamoyl)-4-hydroxy-cyclopentanecarboxylic acid tert-butyl ester). Product: C(C)(C)(C)OC(=O)C1C(CC(C1)OC1=NC(=NC2=C(C(=CC=C12)OC)C)C1=CC=CC=C1)C(NC1(C(C1)C=C)C(=O)OCC)=O (2-(1-Ethoxycarbonyl-2-vinylcyclopropylcarbamoyl)-4-(7-methoxy-8-methyl-2-phenyl-quinazolin-4-yloxy)-cyclopentanecarboxylic acid tert-butyl ester). Yield: 75.8%. As a reaction SMILES: [CH3:1][O:2][C:3]1[C:12]([CH3:13])=[C:11]2[C:6]([C:7]([OH:20])=[N:8][C:9]([C:14]3[CH:19]=[CH:18][CH:17]=[CH:16][CH:15]=3)=[N:10]2)=[CH:5][CH:4]=1.[C:21]([O:25][C:26]([C@@H:28]1[CH2:32][C@@H:31](O)[CH2:30][C@H:29]1[C:34](=[O:46])[NH:35][C@:36]1([C:41]([O:43][CH2:44][CH3:45])=[O:42])[CH2:38][C@H:37]1[CH:39]=[CH2:40])=[O:27])([CH3:24])([CH3:23])[CH3:22]>>[C:21]([O:25][C:26]([CH:28]1[CH2:32][CH:31]([O:20][C:7]2[C:6]3[C:11](=[C:12]([CH3:13])[C:3]([O:2][CH3:1])=[CH:4][CH:5]=3)[N:10]=[C:9]([C:14]3[CH:15]=[CH:16][CH:17]=[CH:18][CH:19]=3)[N:8]=2)[CH2:30][CH:29]1[C:34](=[O:46])[NH:35][C:36]1([C:41]([O:43][CH2:44][CH3:45])=[O:42])[CH2:38][CH:37]1[CH:39]=[CH2:40])=[O:27])([CH3:24])([CH3:22])[CH3:23]. Procedure: Quinazolinol derivative (83) (480 mg, 1.8 mmol) was coupled to compound 15 (0.55 mg, 1.5 mmol) as described in example 16, which gave the title compound (700 mg, 75%) Starting materials: C12C(C(C(CC1)C2)=O)=O (bicyclo[2.2.1]heptane-2,3-dione), COP(OC)(=O)CC(=O)C1=C(C=C(C=C1)F)Cl ([2-(2-Chloro-4-fluoro-phenyl)-2-oxo-ethyl]-phosphonic acid dimethyl ester), O.NN (hydrazine monohydrate). The product is ClC1=C(C=CC(=C1)F)C=1N=NC=2C3CCC(C2C1)C3 ((1SR,8RS)-5-(2-Chloro-4-fluoro-phenyl)-3,4-diaza-tricyclo[6.2.1.02,7]undeca-2(7),3,5-triene). As a reaction SMILES: [CH:1]12[CH2:7][CH:4]([CH2:5][CH2:6]1)[C:3](=O)[C:2]2=O.COP([CH2:16][C:17]([C:19]1[CH:24]=[CH:23][C:22]([F:25])=[CH:21][C:20]=1[Cl:26])=O)(=O)OC.O.[NH2:28][NH2:29]>>[Cl:26][C:20]1[CH:21]=[C:22]([F:25])[CH:23]=[CH:24][C:19]=1[C:17]1[N:28]=[N:29][C:2]2[CH:1]3[CH2:7][CH:4]([C:3]=2[CH:16]=1)[CH2:5][CH2:6]3 |f:2.3|. Procedure: yellow gum. MS (EI): 274.1 (MH+). Prepared from bicyclo[2.2.1]heptane-2,3-dione, [2-(2-Chloro-4-fluoro-phenyl)-2-oxo-ethyl]-phosphonic acid dimethyl ester, hydrazine monohydrate. Reactants: ice, CC=1N=C(SC1C=O)C1=CC=C(C=C1)C(F)(F)F (4-Methyl-2-(4-trifluoromethyl-phenyl)-thiazole-5-carbaldehyde), FC(F)(F)[Si](C)(C)C ((trifluoromethyl)trimethylsilane), [F-].C(CCC)[N+](CCCC)(CCCC)CCCC (tetrabutylammoniumfluoride). Solvent: O1CCCC1 (tetrahydrofuran). The product is FC(C(O)C1=C(N=C(S1)C1=CC=C(C=C1)C(F)(F)F)C)(F)F (2,2,2-Trifluoro-1-[4-methyl-2-(4-trifluoromethyl-phenyl)-thiazol-5-yl]-ethanol). RXN SMILES: [CH3:1][C:2]1[N:3]=[C:4]([C:9]2[CH:14]=[CH:13][C:12]([C:15]([F:18])([F:17])[F:16])=[CH:11][CH:10]=2)[S:5][C:6]=1[CH:7]=[O:8].[F:19][C:20]([Si](C)(C)C)([F:22])[F:21].[F-].C([N+](CCCC)(CCCC)CCCC)CCC>O1CCCC1>[F:19][C:20]([F:22])([F:21])[CH:7]([C:6]1[S:5][C:4]([C:9]2[CH:10]=[CH:11][C:12]([C:15]([F:18])([F:16])[F:17])=[CH:13][CH:14]=2)=[N:3][C:2]=1[CH3:1])[OH:8] |f:2.3|. Procedure details: To an ice cooled solution of 1.0 g 4-Methyl-2-(4-trifluoromethyl-phenyl)-thiazole-5-carbaldehyde and 0.55 ml (trifluoromethyl)trimethylsilane in 10 ml tetrahydrofuran were added 100 mg tetrabutylammoniumfluoride. The reaction mixture was stirred at room temperature for thirty minutes. Then 20 ml 2NHCL were added and the mixture stirred at room temperature for thirty minutes. The mixture was extracted three times with portions of 50 ml ethyl acetate. The combined organic layers were dried over Mg... Reactants: C1=CC(=CC=C1CC2=CC=C(C=C2)N=C=O)N=C=O (4,4'-methylenebis(phenyl isocyanate)), CCCCC(CC)C(=O)[O-].CCCCC(CC)C(=O)[O-].[Sn+2] (stannous octoate), 45, C(CCC)O (1-butanol), polyol. Reaction conditions: temperature 70 celsius. Yields the product CCOCCOC(=O)C (Cellosolve acetate). RXN SMILES: C1C(CC2C=CC(N=C=O)=CC=2)=CC=C(N=C=O)C=1.[CH2:20]([OH:24])[CH2:21]CC.CCCC[CH:29]([C:32]([O-:34])=O)CC.CCCC[CH:39]([C:42]([O-])=[O:43])CC.[Sn+2]>>[CH3:39][CH2:42][O:43][CH2:29][CH2:32][O:34][C:20]([CH3:21])=[O:24] |f:2.3.4|. Procedure details: A mixture of 495.7 g. (3.95 equivalents) of 4,4'-methylenebis(phenyl isocyanate) and 2.81 g. (0.038 equivalents) of 1-butanol was heated at 50° C for 3 hours. A portion (131.2 g.) of the resulting mixture was then added, with vigorous agitation, to a portion (306.8 g.) of the above polyol blend to which had been added 0.09 g. of stannous octoate. The resulting mixture was poured into a tray and cured by heating at 70° C for 20 hours. The resulting elastomer, which had a hardness of 45 Shore D, w... Reactants: [H-].[Na+] (sodium hydride), COC=1C=C(C=C(C1)OC)NCC=1C(=NC(=NC1)SC)N (5-[(3,5-dimethoxy-phenylamino)-methyl]-2-methylsulfanyl-pyrimidin-4-ylamine), C(=O)(N1C=NC=C1)N1C=NC=C1 (1,1′-carbonyldiimidazole). Run in CN(C=O)C (dimethylformamide). Reaction conditions: time 1 hour. Yields the product COC=1C=C(C=C(C1)OC)N1C(NC2=NC(=NC=C2C1)SC)=O (3-(3,5-Dimethoxy-phenyl)-7-methylsulfanyl-3,4-dihydro-pyrimido[4,5-d]pyrimidin-2(1H)-one). Isolated yield 59.8%. As a reaction SMILES: [CH3:1][O:2][C:3]1[CH:4]=[C:5]([NH:11][CH2:12][C:13]2[C:14]([NH2:21])=[N:15][C:16]([S:19][CH3:20])=[N:17][CH:18]=2)[CH:6]=[C:7]([O:9][CH3:10])[CH:8]=1.[H-].[Na+].[C:24](N1C=CN=C1)(N1C=CN=C1)=[O:25]>CN(C)C=O>[CH3:10][O:9][C:7]1[CH:6]=[C:5]([N:11]2[CH2:12][C:13]3[C:14](=[N:15][C:16]([S:19][CH3:20])=[N:17][CH:18]=3)[NH:21][C:24]2=[O:25])[CH:4]=[C:3]([O:2][CH3:1])[CH:8]=1 |f:1.2|. Procedure: Into a solution of 5.0 g (16.3 mmol) of 5-[(3,5-dimethoxy-phenylamino)-methyl]-2-methylsulfanyl-pyrimidin-4-ylamine in 55 mL of dimethylformamide cooled to 5° C., was added 1.63 g (40.8 mmol) of sodium hydride as a 60% mineral oil suspension. The ice bath was removed, and the reaction was stirred for 1 hour. To the reaction was then added 7.94 g (48.9 mmol) of 1,1′-carbonyldiimidazole. After stirring the mixture a further 2.5 hours, the mixture was concentrated in vacuo. The residue was partitio... The reactants are OC(C(=O)O)(C1=CC=CC=C1)C1=CC=CC=C1 (hydroxy(diphenyl)acetic acid), C(=O)(N1C=NC=C1)N1C=NC=C1 (1,1′-carbonyldiimidazole), NCCCN1CCC(CC1)C=1C=C(C=CC1C)NC(C(C)C)=O (N-{3-[1-(3-aminopropyl)-4-piperidinyl]-4-methylphenyl}-2-methyl propanamide). Solvent: C(Cl)Cl (CH2Cl2), C(Cl)Cl (CH2Cl2). Reaction conditions: time 3 hour. Yields the product OC(C(=O)NCCCN1CCC(CC1)C=1C=C(C=CC1C)NC(C(C)C)=O)(C1=CC=CC=C1)C1=CC=CC=C1 (N-{3-[1-(3-{[hydroxy(diphenyl)acetyl]amino}propyl)-4-piperidinyl]-4-methylphenyl}-2-methylpropanamide). RXN SMILES: [OH:1][C:2]([C:12]1[CH:17]=[CH:16][CH:15]=[CH:14][CH:13]=1)([C:6]1[CH:11]=[CH:10][CH:9]=[CH:8][CH:7]=1)[C:3]([OH:5])=O.C(N1C=CN=C1)(N1C=CN=C1)=O.[NH2:30][CH2:31][CH2:32][CH2:33][N:34]1[CH2:39][CH2:38][CH:37]([C:40]2[CH:41]=[C:42]([NH:47][C:48](=[O:52])[CH:49]([CH3:51])[CH3:50])[CH:43]=[CH:44][C:45]=2[CH3:46])[CH2:36][CH2:35]1>C(Cl)Cl>[OH:1][C:2]([C:12]1[CH:17]=[CH:16][CH:15]=[CH:14][CH:13]=1)([C:6]1[CH:11]=[CH:10][CH:9]=[CH:8][CH:7]=1)[C:3]([NH:30][CH2:31][CH2:32][CH2:33][N:34]1[CH2:39][CH2:38][CH:37]([C:40]2[CH:41]=[C:42]([NH:47][C:48](=[O:52])[CH:49]([CH3:50])[CH3:51])[CH:43]=[CH:44][C:45]=2[CH3:46])[CH2:36][CH2:35]1)=[O:5]. Procedure details: A mixture of hydroxy(diphenyl)acetic acid (100 mg, 0.44 mmol) and 1,1′-carbonyldiimidazole (78 mg, 0.48 mmol) in CH2Cl2 (5 mL) was stirred at room temperature for 3 h, then a solution of N-{3-[1-(3-aminopropyl)-4-piperidinyl]-4-methylphenyl}-2-methyl propanamide (140 mg, 0.44 mmol) in CH2Cl2 (5 mL) was added. The resulting mixture was stirred at room temperature for overnight, evaporated in vacuo, and dissolved in a mixture of EtOAc and 1N NaOH. The organic layer was separated, washed twice with... Starting materials: [H-].[Na+] (Sodium hydride), CC=1C(=NNC1)C1=CC=CC=C1 (4-methyl-3-phenylpyrazole), C(C)OC(C(C)(C)Br)=O (Ethyl-2-bromoisobutyrate). The solvent is O1CCCC1 (tetrahydrofuran). The product is crude acid, CC(C(=O)O)(N1N=C(C(=C1)C)C1=CC=CC=C1)C (α,α,4-trimethyl-3-phenylpyrazole-1-acetic acid). As a reaction SMILES: [H-].[Na+].[CH3:3][C:4]1[C:5]([C:9]2[CH:14]=[CH:13][CH:12]=[CH:11][CH:10]=2)=[N:6][NH:7][CH:8]=1.C([O:17][C:18](=[O:23])[C:19](Br)([CH3:21])[CH3:20])C>O1CCCC1>[CH3:20][C:19]([CH3:21])([N:7]1[CH:8]=[C:4]([CH3:3])[C:5]([C:9]2[CH:10]=[CH:11][CH:12]=[CH:13][CH:14]=2)=[N:6]1)[C:18]([OH:23])=[O:17] |f:0.1|. Reported procedure: Sodium hydride (25.0 g. of 57% dispersion in oil, 0.6 mole) was added to a stirred solution of 4-methyl-3-phenylpyrazole (79.0 g., 0.5 mole) in tetrahydrofuran. Ethyl-2-bromoisobutyrate (136.0 g., 0.7 mole) was added and the solution was refluxed for 4 hours. The solvent was removed by evaporation and the residual ester mixture was hydrolyzed by refluxing with methanolic sodium hydroxide solution (40 g. sodium hydroxide in 600 ml. of 30% methanol-water). After cooling, the alkaline reaction solu...